This data is from the Open Reaction Database (ORD), a public repository of structured organic reaction records. The task is: describe an organic reaction: reactants, conditions, products, and yield Reactants: C(C1=CC=CC=C1)OC=1C=CC2=C(C(=C(O2)C(C2CCCCC2)NC2=CC=C(C=C2)C(=O)N(CCC(=O)OCC)C)C)C1 (Ethyl 3-[{[4-({[5-(benzyloxy)-3-methyl-1-benzofuran-2-yl](cyclohexyl)methyl}amino)phenyl]carbonyl}(methyl)amino]-propanoate), C(C1=CC=CC=C1)OC=1C=CC2=C(C(=C(O2)C(C2CCCCC2)NC2=CC=C(C=C2)C(=O)N(CCC(=O)OCC)C)C)C1 (ethyl 3-[{[4-({[5-(benzyloxy)-3-methyl-1-benzofuran-2-yl](cyclohexyl)methyl}amino)phenyl]carbonyl}(methyl)amino]-propanoate), [OH-].[Na+] (sodium hydroxide). Run in C(C)O (ethanol). Conditions: time 0.5 hour. Product: C(C1=CC=CC=C1)OC=1C=CC2=C(C(=C(O2)C(C2CCCCC2)NC2=CC=C(C=C2)C(=O)N(CCC(=O)O)C)C)C1 (3-[{[4-({[5-(benzyloxy)-3-methyl-1-benzofuran-2-yl](cyclohexyl)methyl}amino)phenyl]carbonyl}(methyl)amino]-propanoic acid). The yield is 94.6%. RXN SMILES: [CH2:1]([O:8][C:9]1[CH:10]=[CH:11][C:12]2[O:16][C:15]([CH:17]([NH:24][C:25]3[CH:30]=[CH:29][C:28]([C:31]([N:33]([CH3:41])[CH2:34][CH2:35][C:36]([O:38]CC)=[O:37])=[O:32])=[CH:27][CH:26]=3)[CH:18]3[CH2:23][CH2:22][CH2:21][CH2:20][CH2:19]3)=[C:14]([CH3:42])[C:13]=2[CH:43]=1)[C:2]1[CH:7]=[CH:6][CH:5]=[CH:4][CH:3]=1.[OH-].[Na+]>C(O)C>[CH2:1]([O:8][C:9]1[CH:10]=[CH:11][C:12]2[O:16][C:15]([CH:17]([NH:24][C:25]3[CH:26]=[CH:27][C:28]([C:31]([N:33]([CH3:41])[CH2:34][CH2:35][C:36]([OH:38])=[O:37])=[O:32])=[CH:29][CH:30]=3)[CH:18]3[CH2:19][CH2:20][CH2:21][CH2:22][CH2:23]3)=[C:14]([CH3:42])[C:13]=2[CH:43]=1)[C:2]1[CH:7]=[CH:6][CH:5]=[CH:4][CH:3]=1 |f:1.2|. Procedure: Ethyl 3-[{[4-({[5-(benzyloxy)-3-methyl-1-benzofuran-2-yl](cyclohexyl)methyl}amino)phenyl]carbonyl}(methyl)amino]-propanoate (0.2 g) synthesized in the above-mentioned (2) was dissolved in ethanol (5 mL), 1N aqueous sodium hydroxide solution (1.5 mL) was added to the solution at room temperature, and the mixture was stirred at room temperature for 0.5 hr. Ethanol was evaporated under reduced pressure, 1N hydrochloric acid (1.5 mL) was added to the residue, and the mixture was extracted with ethyl...